From a dataset of the Open Reaction Database (ORD), a public repository of structured organic reaction records. describe an organic reaction: reactants, conditions, products, and yield Reactants: OC(C)(C)[C@@H]1[C@H](C(N1C(CC1=CC=C(C=C1)OC)CC1=CC=C(C=C1)OC)=O)[C@@H](C)OC(=O)OCC1=CC=CC=C1 ((3S,4S)-4-(1-hydroxy-1-methylethyl)-3-(1-(R)-benzyloxycarbonyloxyethyl)-1-di(p-anisyl)methyl-2-azetidinone), S(=O)(Cl)Cl (thionyl chloride), N1=CC=CC=C1 (pyridine), O (Water). Solvent: C1(=CC=CC=C1)C (toluene). Yields the product CC(=C)[C@@H]1[C@H](C(N1C(CC1=CC=C(C=C1)OC)CC1=CC=C(C=C1)OC)=O)[C@@H](C)OC(=O)OCC1=CC=CC=C1 ((3S,4S)-4-(1-methylethenyl)-3-(1-(R)-benzyloxycarbonyloxyethyl)-1-di(p-anisyl)methyl-2-azetidinone). Reaction SMILES: O[C:2]([C@H:5]1[N:8]([CH:9]([CH2:19][C:20]2[CH:25]=[CH:24][C:23]([O:26][CH3:27])=[CH:22][CH:21]=2)[CH2:10][C:11]2[CH:16]=[CH:15][C:14]([O:17][CH3:18])=[CH:13][CH:12]=2)[C:7](=[O:28])[C@@H:6]1[C@H:29]([O:31][C:32]([O:34][CH2:35][C:36]1[CH:41]=[CH:40][CH:39]=[CH:38][CH:37]=1)=[O:33])[CH3:30])([CH3:4])[CH3:3].S(Cl)(Cl)=O.N1C=CC=CC=1.O>C1(C)C=CC=CC=1>[CH3:4][C:2]([C@H:5]1[N:8]([CH:9]([CH2:10][C:11]2[CH:16]=[CH:15][C:14]([O:17][CH3:18])=[CH:13][CH:12]=2)[CH2:19][C:20]2[CH:21]=[CH:22][C:23]([O:26][CH3:27])=[CH:24][CH:25]=2)[C:7](=[O:28])[C@@H:6]1[C@H:29]([O:31][C:32]([O:34][CH2:35][C:36]1[CH:37]=[CH:38][CH:39]=[CH:40][CH:41]=1)=[O:33])[CH3:30])=[CH2:3]. Procedure: A solution of (3S,4S)-4-(1-hydroxy-1-methylethyl)-3-(1-(R)-benzyloxycarbonyloxyethyl)-1-di(p-anisyl)methyl-2-azetidinone (30 g) in dry toluene (350 ml) was treated with thionyl chloride (9.0 g) at 20°-30° C. for 5 hours in the presence of pyridine (10 ml). Water (100 ml) was added to quench the reaction at 10°-25° C. The organic layer was separated, washed with water and dried over anhydrous sodium sulfate. After filtration, the filtrate was concentrated in vacuo to give an oily residue, which w... Procedure details: Phenethylamine hydrochloride (4.7 g), 2.7 g of paraformaldehyde and 4.6 g of 6-methyl-1,2,3,4,7,8,9,10-octahydro-benzo[f]quinoline-3,10-dione are added to 200 ml of ethanol, and the mixture is stirred under reflux for 2 days. The reaction mixture is then cooled, and the precipitated crystals are collected by filtration and recrystallized from 60% ethanol to give 2.0 g of 6-methyl-1,2,3,4,7,8,9,10-octahydro-9-phenethylaminomethylbenzo[f]quinoline-3,10-dione hydrochloride as colorless needles, mel... Reactants: Cl.C(CC1=CC=CC=C1)N (Phenethylamine hydrochloride), C=O (paraformaldehyde), CC=1C2=C(C=3CCC(NC3C1)=O)C(CCC2)=O (6-methyl-1,2,3,4,7,8,9,10-octahydro-benzo[f]quinoline-3,10-dione). Reaction SMILES: [ClH:1].[CH2:2]([NH2:10])[CH2:3][C:4]1[CH:9]=[CH:8][CH:7]=[CH:6][CH:5]=1.[CH2:11]=O.[CH3:13][C:14]1[C:15]2[CH2:28][CH2:27][CH2:26][C:25](=[O:29])[C:16]=2[C:17]2[CH2:18][CH2:19][C:20](=[O:24])[NH:21][C:22]=2[CH:23]=1>C(O)C>[ClH:1].[CH3:13][C:14]1[C:15]2[CH2:28][CH2:27][CH:26]([CH2:11][NH:10][CH2:2][CH2:3][C:4]3[CH:9]=[CH:8][CH:7]=[CH:6][CH:5]=3)[C:25](=[O:29])[C:16]=2[C:17]2[CH2:18][CH2:19][C:20](=[O:24])[NH:21][C:22]=2[CH:23]=1 |f:0.1,5.6|. Yield: 25.0%. Solvent: C(C)O (ethanol). Product: Cl.CC=1C2=C(C=3CCC(NC3C1)=O)C(C(CC2)CNCCC2=CC=CC=C2)=O (6-methyl-1,2,3,4,7,8,9,10-octahydro-9-phenethylaminomethylbenzo[f]quinoline-3,10-dione hydrochloride).